From a dataset of the Open Reaction Database (ORD), a public repository of structured organic reaction records. describe an organic reaction: reactants, conditions, products, and yield Reactants: N (Ammonia), C(C)(=O)N1C(CCCC1)=O (N-acetylpiperidone). The reagents and catalysts are [OH-].[Pd+2].[OH-] (palladium hydroxide). Run in CO (methanol). Reaction conditions: time 18 hour. The product is N (ammonia), C(C)(=O)N1CCC(CC1)N (1-Acetyl-4-piperidinamine). RXN SMILES: [NH3:1].[C:2]([N:5]1[CH2:10][CH2:9][CH2:8][CH2:7][C:6]1=O)(=[O:4])[CH3:3]>CO.[OH-].[Pd+2].[OH-]>[NH3:5].[C:2]([N:5]1[CH2:10][CH2:9][CH:8]([NH2:1])[CH2:7][CH2:6]1)(=[O:4])[CH3:3] |f:3.4.5|. Reported procedure: 0.88 Ammonia (85 ml) was added to a solution of N-acetylpiperidone (15 g, 106 mmol) in methanol (120 ml), followed by palladium hydroxide (2 g) and the mixture hydrogenated at room temperature and 60 psi for 18 hours. The reaction mixture was filtered through Arbocel®, the filtrate concentrated under reduced pressure and the residue azeotroped with toluene to give a yellow oil. The crude product was purified by column chromatography on silica gel using an elution gradient of dichloromethane:meth... The reactants are BrC=1C(=NC=C(N1)Br)N (3,5-dibromopyrazin-2-amine), CC1(OB(OC1(C)C)C=1C=CC(=NC1)N)C (5-(4,4,5,5-tetramethyl-1,3,2-dioxaborolan-2-yl)pyridin-2-amine), C(=O)([O-])[O-].[Na+].[Na+] (Na2CO3). Reagents/catalysts: C=1C=CC(=CC1)[P](C=2C=CC=CC2)(C=3C=CC=CC3)[Pd]([P](C=4C=CC=CC4)(C=5C=CC=CC5)C=6C=CC=CC6)([P](C=7C=CC=CC7)(C=8C=CC=CC8)C=9C=CC=CC9)[P](C=1C=CC=CC1)(C=1C=CC=CC1)C=1C=CC=CC1 (Pd(PPh3)4). The solvent is O1CCOCC1.O (dioxane water). Conditions: temperature 90 celsius. The product is NC1=CC=C(C=C1)C=1C(=NC=C(N1)Br)N (3-(4-aminophenyl)-5-bromo-2-pyrazinamine). As a reaction SMILES: Br[C:2]1[C:3]([NH2:9])=[N:4][CH:5]=[C:6]([Br:8])[N:7]=1.CC1(C)C(C)(C)OB([C:18]2[CH:19]=[CH:20][C:21](N)=[N:22][CH:23]=2)O1.[C:26]([O-])([O-])=O.[Na+].[Na+]>C1C=CC([P]([Pd]([P](C2C=CC=CC=2)(C2C=CC=CC=2)C2C=CC=CC=2)([P](C2C=CC=CC=2)(C2C=CC=CC=2)C2C=CC=CC=2)[P](C2C=CC=CC=2)(C2C=CC=CC=2)C2C=CC=CC=2)(C2C=CC=CC=2)C2C=CC=CC=2)=CC=1.O1CCOCC1.O>[NH2:22][C:23]1[CH:18]=[CH:19][C:20]([C:2]2[C:3]([NH2:9])=[N:4][CH:5]=[C:6]([Br:8])[N:7]=2)=[CH:21][CH:26]=1 |f:2.3.4,6.7,^1:35,37,56,75|. Procedure: A suspension of 3,5-dibromopyrazin-2-amine (CAS No. 957230-70-5) (15 g), Pd(PPh3)4 (3.2 g), 5-(4,4,5,5-tetramethyl-1,3,2-dioxaborolan-2-yl)pyridin-2-amine (12 g), and Na2CO3 (12 g) in a 3 to 1 mixture of dioxane/water (600 mL) was degassed with a stream of nitrogen for 10 minutes. The reaction was heated at 90° C. overnight, at which time LC/MS indicated the reaction was complete. The mixture was concentrated, diluted with water (200 mL) and extracted with EtOAc (3×300 mL). The organic layers we... Starting materials: C(CC)OC1=CC=C(C=C1)C(C)=O (4'-propoxyacetophenone), BrBr (bromine). Solvent: C(C)OCC (diethyl ether). Yields the product BrCC(=O)C1=CC=C(C=C1)OCCC (2-bromo-4'-propoxyacetophenone). RXN SMILES: [CH2:1]([O:4][C:5]1[CH:10]=[CH:9][C:8]([C:11](=[O:13])[CH3:12])=[CH:7][CH:6]=1)[CH2:2][CH3:3].[Br:14]Br>C(OCC)C>[Br:14][CH2:12][C:11]([C:8]1[CH:7]=[CH:6][C:5]([O:4][CH2:1][CH2:2][CH3:3])=[CH:10][CH:9]=1)=[O:13]. Procedure: To 133 g (750 mmole) of 4'-propoxyacetophenone dissolved in 500 ml of diethyl ether and heated to reflux was dropwise added 120 g (750 mmole) of bromine at a rate to maintain reflux and yet allow decolorization of the red color. The resulting organic solution was twice washed with 500 ml of water, washed once with 200 ml of brine, dried over anhydrous magnesium sulfate, and concentrated in vacuo. This mixture, upon analysis via gas chromatography was approximately 10% unbrominated starting mater... Starting materials: ClC=1C=C(C=NC1)O (5-chloro-3-pyridinol), N(=NC(=O)OCC)C(=O)OCC (Diethyl azodicarboxylate), C1(=CC=CC=C1)P(C1=CC=CC=C1)C1=CC=CC=C1 (triphenylphosphine), OCCC1=C2CC(NC2=CC=C1)=O (4-(2-hydroxy-ethyl)-1,3-dihydro-indol-2-one). The product is ClC=1C=C(C=NC1)OCCC1=C2CC(NC2=CC=C1)=O (4-[2-(5-chloro-pyridin-3-yloxy)-ethyl]-1,3-dihydro-indol-2-one). Solvent: O1CCCC1 (tetrahydrofuran). Reaction conditions: time 15 minute. RXN SMILES: N(C(OCC)=O)=NC(OCC)=O.C1(P(C2C=CC=CC=2)C2C=CC=CC=2)C=CC=CC=1.[OH:32][CH2:33][CH2:34][C:35]1[CH:43]=[CH:42][CH:41]=[C:40]2[C:36]=1[CH2:37][C:38](=[O:44])[NH:39]2.[Cl:45][C:46]1[CH:47]=[C:48](O)[CH:49]=[N:50][CH:51]=1>O1CCCC1>[Cl:45][C:46]1[CH:47]=[C:48]([O:32][CH2:33][CH2:34][C:35]2[CH:43]=[CH:42][CH:41]=[C:40]3[C:36]=2[CH2:37][C:38](=[O:44])[NH:39]3)[CH:49]=[N:50][CH:51]=1. Isolated yield 36.4%. Reported procedure: Diethyl azodicarboxylate (1.74 g, 10 mmol) was added to a solution of triphenylphosphine (2.62 g, 10 mmol) in tetrahydrofuran (20 mL) under nitrogen atmosphere. The mixture was stirred for 15 minutes. To it was then added 4-(2-hydroxy-ethyl)-1,3-dihydro-indol-2-one (1.77 g, 10 mmol) followed by 5-chloro-3-pyridinol (1.29 g, 10 mmol). The mixture was stirred at room temperature for 2 days. The precipitate was collected by vacuum filtration, washed with ethyl acetate and dried to give 1.05 g (36%)... Reactants: CCO, CCOC(=O)C1CC1c1ncc(Cl)cc1Cl, [Na+], [OH-]. The product is O=C(O)C1CC1c1ncc(Cl)cc1Cl. As a reaction SMILES: [CH3:19][CH2:20][OH:21].[Cl:1][c:2]1[c:3]([CH:9]2[CH:10]([C:12](=[O:13])[O:14][CH2:15][CH3:16])[CH2:11]2)[n:4][cH:5][c:6]([Cl:8])[cH:7]1.[Na+:18].[OH-:17]>>[Cl:1][c:2]1[c:3]([CH:9]2[CH:10]([C:12](=[O:13])[OH:14])[CH2:11]2)[n:4][cH:5][c:6]([Cl:8])[cH:7]1.